This data is from the Open Reaction Database (ORD), a public repository of structured organic reaction records. The task is: describe an organic reaction: reactants, conditions, products, and yield Reactants: CC1=CC=C(N)C=C1 (4-Methyl aniline), C(C)(=O)[O-].[Na+] (sodium acetate), O.Cl (water HCl), N(=O)[O-].[Na+] (sodium nitrite), ClCC(CC(=O)O)=O (chloroacetoacetic acid). The product is C1(=CC=C(C=C1)NN=CC(=O)Cl)C ((p-Tolyl-hydrazono)-acetyl chloride). RXN SMILES: [CH3:1][C:2]1[CH:8]=[CH:7][C:5]([NH2:6])=[CH:4][CH:3]=1.[N:9]([O-])=O.[Na+].ClCC(=O)[CH2:16][C:17](O)=O.C([O-])(=O)C.[Na+].[OH2:26].[ClH:27]>>[C:2]1([CH3:1])[CH:8]=[CH:7][C:5]([NH:6][N:9]=[CH:16][C:17]([Cl:27])=[O:26])=[CH:4][CH:3]=1 |f:1.2,4.5,6.7|. Procedure: 4-Methyl aniline (4 g, 37.38 mmol) was suspended in water: HCl (2:1); 30 ml. Aqueous solution of sodium nitrite (2.57 g, 37.38 mmol) was added at 0°-5° C. over a period of 30 minutes. Subsequently, aqueous solution of chloroacetoacetic acid (6.63 g, 48.59 mmol) was added followed by aqueous solution of sodium acetate (6.13 g, 74.76 mmol). Reactants: [BH4-], CCO, CC1(C)CC(C=O)CCO1, [Na+]. The product is CC1(C)CC(CO)CCO1. RXN SMILES: [BH4-:11].[CH3:13][CH2:14][OH:15].[CH3:1][C:2]1([CH3:10])[O:3][CH2:4][CH2:5][CH:6]([CH:8]=[O:9])[CH2:7]1.[Na+:12]>>[CH3:1][C:2]1([CH3:10])[O:3][CH2:4][CH2:5][CH:6]([CH2:8][OH:9])[CH2:7]1. Starting materials: CS(=O)(=O)O.C(C=CC1=CC=CC=C1)(=O)OC1=C(C=C(C=C1)C(N)=N)OC (4-amidino-2-methoxyphenyl cinnamate methanesulfonate), CS(=O)(=O)O (methanesulfonic acid), C([O-])([O-])=O (carbonate), C([O-])([O-])=O (carbonate). The solvent is CO (methanol). The product is C(C=CC1=CC=CC=C1)(=O)OC1=C(C=C(C=C1)C(N)=N)OC (4-amidino-2-methoxyphenyl cinnamate). As a reaction SMILES: CS(O)(=O)=O.C(=O)([O-])[O-].CS(O)(=O)=O.[C:15]([O:25][C:26]1[CH:31]=[CH:30][C:29]([C:32](=[NH:34])[NH2:33])=[CH:28][C:27]=1[O:35][CH3:36])(=[O:24])[CH:16]=[CH:17][C:18]1[CH:23]=[CH:22][CH:21]=[CH:20][CH:19]=1>CO>[C:15]([O:25][C:26]1[CH:31]=[CH:30][C:29]([C:32](=[NH:33])[NH2:34])=[CH:28][C:27]=1[O:35][CH3:36])(=[O:24])[CH:16]=[CH:17][C:18]1[CH:19]=[CH:20][CH:21]=[CH:22][CH:23]=1 |f:2.3|. Procedure details: To a solution of 6.2 g of 4-amidino-2-methoxyphenol methanesulfonate in 30 ml of dried pyridine, while being cooled in ice and stirred, was added 3.9 g of cinnamoyl chloride. Immediately after the addition a colorless solid substance precipitated from the reaction mixture. After 3 hours of stirring at room temperature, ethyl ether was added to the mixture and the precipitate was collected by filtration. The precipitate was dissolved in methanol and mixed with a saturated aqueous sodium bicarbona... Reactants: N=C(c1ccccc1)c1ccccc1, C[SiH](C)OC(c1ccnc(Cl)c1F)C(C)(C)C, CC(C)(C)[O-], CCOC(C)=O, Cc1ccccc1, [Na+], O=C(C=Cc1ccccc1)C=Cc1ccccc1, O=C(C=Cc1ccccc1)C=Cc1ccccc1, O=C(C=Cc1ccccc1)C=Cc1ccccc1, [Pd], [Pd]. The product is C[SiH](C)OC(c1ccnc(N=C(c2ccccc2)c2ccccc2)c1F)C(C)(C)C. As a reaction SMILES: [C:18]([c:19]1[cH:20][cH:21][cH:22][cH:23][cH:24]1)([c:25]1[cH:26][cH:27][cH:28][cH:29][cH:30]1)=[NH:31].[C:1]([CH3:2])([CH3:3])([CH3:4])[CH:5]([c:6]1[c:7]([F:13])[c:8]([Cl:12])[n:9][cH:10][cH:11]1)[O:14][SiH:15]([CH3:16])[CH3:17].[CH3:32][C:33]([CH3:34])([O-:35])[CH3:36].[CH3:38][CH2:39][O:40][C:41](=[O:42])[CH3:43].[CH3:44][c:45]1[cH:46][cH:47][cH:48][cH:49][cH:50]1.[Na+:37].[O:53]=[C:54]([CH:55]=[CH:56][c:57]1[cH:58][cH:59][cH:60][cH:61][cH:62]1)[CH:63]=[CH:64][c:65]1[cH:66][cH:67][cH:68][cH:69][cH:70]1.[O:71]=[C:72]([CH:73]=[CH:74][c:75]1[cH:76][cH:77][cH:78][cH:79][cH:80]1)[CH:81]=[CH:82][c:83]1[cH:84][cH:85][cH:86][cH:87][cH:88]1.[O:89]=[C:90]([CH:91]=[CH:92][c:93]1[cH:94][cH:95][cH:96][cH:97][cH:98]1)[CH:99]=[CH:100][c:101]1[cH:102][cH:103][cH:104][cH:105][cH:106]1.[Pd:51].[Pd:52]>>[C:1]([CH3:2])([CH3:3])([CH3:4])[CH:5]([c:6]1[c:7]([F:13])[c:8]([N:31]=[C:18]([c:19]2[cH:20][cH:21][cH:22][cH:23][cH:24]2)[c:25]2[cH:26][cH:27][cH:28][cH:29][cH:30]2)[n:9][cH:10][cH:11]1)[O:14][SiH:15]([CH3:16])[CH3:17]. The reactants are C(C)NC(=O)NC1=NC=C(C(=C1)C=1SC=C(N1)C(F)(F)F)B1OC(C(O1)(C)C)(C)C (1-Ethyl-3-(5-(4,4,5,5-tetramethyl-1,3,2-dioxaborolan-2-yl)-4-(4-(trifluoromethyl)thiazol-2-yl)pyridin-2-yl)urea), C(C)(C)(C)OC(=O)N1C(CCCC1)CN1C=C(C(C2=CC(=CC=C12)I)=O)C(=O)OCC (ethyl 1-((1-(tert-butoxycarbonyl)piperidin-2-yl)methyl)-6-iodo-4-oxo-1,4-dihydroquinoline-3-carboxylate), C(=O)([O-])[O-].[Cs+].[Cs+] (Cs2CO3), C(C)NC(=O)NC1=NC=C(C(=C1)C=1SC=C(N1)C(F)(F)F)B1OC(C(O1)(C)C)(C)C (1-Ethyl-3-(5-(4,4,5,5-tetramethyl-1,3,2-dioxaborolan-2-yl)-4-(4-(trifluoromethyl)thiazol-2-yl)pyridin-2-yl)urea), C(C)(C)(C)OC(=O)N1C(CCCC1)CN1C=C(C(C2=CC(=CC=C12)I)=O)C(=O)OCC (ethyl 1-((1-(tert-butoxycarbonyl)piperidin-2-yl)methyl)-6-iodo-4-oxo-1,4-dihydroquinoline-3-carboxylate), Cl (HCl). The reagents and catalysts are C=1C=CC(=CC1)[P](C=2C=CC=CC2)(C=3C=CC=CC3)[Pd]([P](C=4C=CC=CC4)(C=5C=CC=CC5)C=6C=CC=CC6)([P](C=7C=CC=CC7)(C=8C=CC=CC8)C=9C=CC=CC9)[P](C=1C=CC=CC1)(C=1C=CC=CC1)C=1C=CC=CC1 (Tetrakis(triphenylphosphine)palladium(0)). Solvent: O (water), CO (MeOH), O (water), O1CCOCC1 (dioxane). Run at temperature 100 celsius. The product is C(C)(C)(C)OC(=O)N1C(CCCC1)CN1C=C(C(C2=CC(=CC=C12)C=1C=NC(=CC1C=1SC=C(N1)C(F)(F)F)NC(=O)NCC)=O)C(=O)O (1-((1-(tert-butoxycarbonyl)piperidin-2-yl)methyl)-6-(6-(3-ethylureido)-4-(4-(trifluoromethyl)thiazol-2-yl)pyridin-3-yl)-4-oxo-1,4-dihydroquinoline-3-carboxylic acid). As a reaction SMILES: [CH2:1]([NH:3][C:4]([NH:6][C:7]1[CH:12]=[C:11]([C:13]2[S:14][CH:15]=[C:16]([C:18]([F:21])([F:20])[F:19])[N:17]=2)[C:10](B2OC(C)(C)C(C)(C)O2)=[CH:9][N:8]=1)=[O:5])[CH3:2].[C:31]([O:35][C:36]([N:38]1[CH2:43][CH2:42][CH2:41][CH2:40][CH:39]1[CH2:44][N:45]1[C:54]2[C:49](=[CH:50][C:51](I)=[CH:52][CH:53]=2)[C:48](=[O:56])[C:47]([C:57]([O:59]CC)=[O:58])=[CH:46]1)=[O:37])([CH3:34])([CH3:33])[CH3:32].C([O-])([O-])=O.[Cs+].[Cs+].Cl>O1CCOCC1.O.C1C=CC([P]([Pd]([P](C2C=CC=CC=2)(C2C=CC=CC=2)C2C=CC=CC=2)([P](C2C=CC=CC=2)(C2C=CC=CC=2)C2C=CC=CC=2)[P](C2C=CC=CC=2)(C2C=CC=CC=2)C2C=CC=CC=2)(C2C=CC=CC=2)C2C=CC=CC=2)=CC=1.CO>[C:31]([O:35][C:36]([N:38]1[CH2:43][CH2:42][CH2:41][CH2:40][CH:39]1[CH2:44][N:45]1[C:54]2[C:49](=[CH:50][C:51]([C:10]3[CH:9]=[N:8][C:7]([NH:6][C:4]([NH:3][CH2:1][CH3:2])=[O:5])=[CH:12][C:11]=3[C:13]3[S:14][CH:15]=[C:16]([C:18]([F:19])([F:20])[F:21])[N:17]=3)=[CH:52][CH:53]=2)[C:48](=[O:56])[C:47]([C:57]([OH:59])=[O:58])=[CH:46]1)=[O:37])([CH3:34])([CH3:32])[CH3:33] |f:2.3.4,^1:79,81,100,119|. Procedure: 6-(3-Ethylureido)-4-(4-(trifluoromethyl)thiazol-2-yl)pyridin-3-ylboronic acid (Intermediate 17, 0.448 g, 1.24 mmol) and ethyl 1-((1-(tert-butoxycarbonyl)piperidin-2-yl)methyl)-6-iodo-4-oxo-1,4-dihydroquinoline-3-carboxylate (Intermediate 72, 0.672 g, 1.24 mmol) were combined and diluted with dioxane (6 mL). A solution of Cs2CO3 (0.689 g, 2.11 mmol) in water (1.5 mL) was added. Tetrakis(triphenylphosphine)palladium(0) (0.144 g, 0.12 mmol) was added. The mixture was heated at 100° C. overnight. Af...